Dataset: the Open Reaction Database (ORD), a public repository of structured organic reaction records. Task: describe an organic reaction: reactants, conditions, products, and yield The reactants are [OH-].[K+] (potassium hydroxide), C1(=CC=CC=C1)S (thiophenol), ClC1=C(C=C(C=C1)C(F)(F)F)[N+](=O)[O-] (4-chloro-3-nitro-benzotrifluoride). The reagents and catalysts are [Cu] (copper). Run in O (water), C(C)O (ethanol). Reaction conditions: time 30 minute. The product is [N+](=O)([O-])C=1C=C(C=CC1SC1=CC=CC=C1)C(F)(F)F (3-nitro-4-(phenylthio)-benzotrifluoride). As a reaction SMILES: [OH-].[K+].[C:3]1([SH:9])[CH:8]=[CH:7][CH:6]=[CH:5][CH:4]=1.Cl[C:11]1[CH:16]=[CH:15][C:14]([C:17]([F:20])([F:19])[F:18])=[CH:13][C:12]=1[N+:21]([O-:23])=[O:22]>O.C(O)C.[Cu]>[N+:21]([C:12]1[CH:13]=[C:14]([C:17]([F:20])([F:19])[F:18])[CH:15]=[CH:16][C:11]=1[S:9][C:3]1[CH:8]=[CH:7][CH:6]=[CH:5][CH:4]=1)([O-:23])=[O:22] |f:0.1|. Procedure: A solution of 6.5 g of potassium hydroxide in 80 ml of water is treated under a nitrogen atmosphere at 50° C with 10.3 ml of thiophenol and the mixture is then stirred for 30 minutes. After the addition of 0.5 g of copper powder and 22.5 g of 4-chloro-3-nitro-benzotrifluoride in 100 ml of ethanol, the mixture is heated under reflux for 48 hours. After filtration, the mixture is poured into water and extracted with ether. The ethereal phase is washed successively with aqueous sodium carbonate sol... Reactants: C1COCCO1, CC(C)(C)OC(=O)N1CCC(c2nc(C3=NOC(c4ccccc4OCC4CCCCC4)C3)cs2)CC1, ClCCl, Cl. The product is c1ccc(C2CC(c3csc(C4CC[NH2+]CC4)n3)=NO2)c(OCC2CCCCC2)c1, [Cl-]. Reaction SMILES: [CH2:42]1[O:43][CH2:44][CH2:45][O:46][CH2:47]1.[CH:1]1([CH2:7][O:8][c:9]2[c:10]([CH:15]3[CH2:16][C:17]([c:20]4[n:21][c:22]([CH:25]5[CH2:26][CH2:27][N:28]([C:31]([O:32][C:33]([CH3:34])([CH3:35])[CH3:36])=[O:37])[CH2:29][CH2:30]5)[s:23][cH:24]4)=[N:18][O:19]3)[cH:11][cH:12][cH:13][cH:14]2)[CH2:2][CH2:3][CH2:4][CH2:5][CH2:6]1.[Cl:39][CH2:40][Cl:41].[ClH:38]>>[CH:1]1([CH2:7][O:8][c:9]2[c:10]([CH:15]3[CH2:16][C:17]([c:20]4[n:21][c:22]([CH:25]5[CH2:26][CH2:27][NH2+:28][CH2:29][CH2:30]5)[s:23][cH:24]4)=[N:18][O:19]3)[cH:11][cH:12][cH:13][cH:14]2)[CH2:2][CH2:3][CH2:4][CH2:5][CH2:6]1.[Cl-:38]. Starting materials: FC1=C(C(=O)O)C(=CC=C1C)N1N=CC=N1 (2-fluoro-3-methyl-6-(2H-1,2,3-triazol-2-yl)benzoic acid), C[C@H]1[C@H](NCCC1)CN1C(C2=CC=CC=C2C1=O)=O (2-(((2S,3R)-3-methylpiperidin-2-yl)methyl)isoindoline-1,3-dione), FC1=NC=C(C=C1)C(F)(F)F (2-fluoro-5-(trifluoromethyl)pyridine). Yields the product FC1=C(C(=CC=C1C)N1N=CC=N1)C(=O)N1[C@@H]([C@@H](CCC1)C)CNC1=NC=C(C=C1)C(F)(F)F ((2-Fluoro-3-methyl-6-(2H-1,2,3-triazol-2-yl)phenyl)((2S,3R)-3-methyl-2-(((5-(trifluoromethyl)pyridin-2-yl)amino)methyl)piperidin-1-yl)methanone). RXN SMILES: [F:1][C:2]1[C:10]([CH3:11])=[CH:9][CH:8]=[C:7]([N:12]2[N:16]=[CH:15][CH:14]=[N:13]2)[C:3]=1[C:4]([OH:6])=O.[CH3:17][C@@H:18]1[CH2:23][CH2:22][CH2:21][NH:20][C@@H:19]1[CH2:24][N:25]1C(=O)C2C(=CC=CC=2)C1=O.F[C:37]1[CH:42]=[CH:41][C:40]([C:43]([F:46])([F:45])[F:44])=[CH:39][N:38]=1>>[F:1][C:2]1[C:10]([CH3:11])=[CH:9][CH:8]=[C:7]([N:12]2[N:16]=[CH:15][CH:14]=[N:13]2)[C:3]=1[C:4]([N:20]1[CH2:21][CH2:22][CH2:23][C@@H:18]([CH3:17])[C@H:19]1[CH2:24][NH:25][C:37]1[CH:42]=[CH:41][C:40]([C:43]([F:46])([F:45])[F:44])=[CH:39][N:38]=1)=[O:6]. Procedure details: The title compound was prepared following the same general protocol as described in Example A1, using 2-fluoro-3-methyl-6-(2H-1,2,3-triazol-2-yl)benzoic acid, 2-(((2S,3R)-3-methylpiperidin-2-yl)methyl)isoindoline-1,3-dione and 2-fluoro-5-(trifluoromethyl)pyridine. ESI-MS (m/z): 477 [M+1]+. 1H NMR (300 MHz, DMSO-d6) δ 8.45-6.45 (m, 8H), 4.90-2.70 (m, 5H), 2.35-0.65 (m, 11H) Starting materials: CC(=O)OC1CCc2c1ncnc2N1CCN(C(=O)OC(C)(C)C)CC1, C1CCOC1, [Li+], [OH-]. Product: CC(C)(C)OC(=O)N1CCN(c2ncnc3c2CCC3O)CC1. As a reaction SMILES: [C:1](=[O:2])([CH3:3])[O:4][CH:5]1[CH2:6][CH2:7][c:8]2[c:9]1[n:10][cH:11][n:12][c:13]2[N:14]1[CH2:15][CH2:16][N:17]([C:20](=[O:21])[O:22][C:23]([CH3:24])([CH3:25])[CH3:26])[CH2:18][CH2:19]1.[CH2:29]1[O:30][CH2:31][CH2:32][CH2:33]1.[Li+:28].[OH-:27]>>[OH:4][CH:5]1[CH2:6][CH2:7][c:8]2[c:9]1[n:10][cH:11][n:12][c:13]2[N:14]1[CH2:15][CH2:16][N:17]([C:20](=[O:21])[O:22][C:23]([CH3:24])([CH3:25])[CH3:26])[CH2:18][CH2:19]1. Starting materials: COC(=O)CON1C(=O)CC2(CCN(C(=O)OC(C)(C)C)CC2)C1=O, CO, Cl, O=C(O)C(F)(F)F. Yields the product Cl, COC(=O)CON1C(=O)CC2(CCNCC2)C1=O. As a reaction SMILES: [C:1]([O:2][C:3](=[O:4])[N:8]1[CH2:9][CH2:10][C:11]2([CH2:12][C:13](=[O:23])[N:14]([O:17][CH2:18][C:19](=[O:20])[O:21][CH3:22])[C:15]2=[O:16])[CH2:24][CH2:25]1)([CH3:5])([CH3:6])[CH3:7].[CH3:26][OH:27].[ClH:28].[OH:29][C:30]([C:31]([F:32])([F:33])[F:34])=[O:35]>>[ClH:28].[NH:8]1[CH2:9][CH2:10][C:11]2([CH2:12][C:13](=[O:23])[N:14]([O:17][CH2:18][C:19](=[O:20])[O:21][CH3:22])[C:15]2=[O:16])[CH2:24][CH2:25]1. Reactants: O=C([O-])[O-], C=CCBr, CC(C)=O, [K+], [K+], COC(=O)c1ccc(O)cc1O. Product: C=CCOc1ccc(C(=O)OC)c(O)c1. RXN SMILES: [C:17](=[O:18])([O-:19])[O-:20].[CH2:13]([CH:14]=[CH2:15])[Br:16].[CH3:23][C:24](=[O:25])[CH3:26].[K+:21].[K+:22].[OH:1][c:2]1[c:3]([C:4](=[O:5])[O:6][CH3:7])[cH:8][cH:9][c:10]([OH:12])[cH:11]1>>[OH:1][c:2]1[c:3]([C:4](=[O:5])[O:6][CH3:7])[cH:8][cH:9][c:10]([O:12][CH2:15][CH:14]=[CH2:13])[cH:11]1. Reactants: CC=1OC(=C(C(C1C(=O)OCC)=O)C(=O)OCC)C (2,6-dimethyl-3,5-dicarboethoxy-4-pyrone), O1C(C=CC=C1)=O (pyrone), NC1=CC=CC=C1 (aniline). The solvent is C(C)(=O)O (acetic acid). The product is CC=1N(C(=C(C(C1C(=O)OCC)=O)C(=O)OCC)C)C1=CC=CC=C1 (2,6-dimethyl-3,5-dicarboethoxy-N-phenyl-4-pyridone). RXN SMILES: [CH3:1][C:2]1O[C:4]([CH3:19])=[C:5]([C:14]([O:16][CH2:17][CH3:18])=[O:15])[C:6](=[O:13])[C:7]=1[C:8]([O:10][CH2:11][CH3:12])=[O:9].O1C=CC=CC1=O.[NH2:27][C:28]1[CH:33]=[CH:32][CH:31]=[CH:30][CH:29]=1>C(O)(=O)C>[CH3:1][C:2]1[N:27]([C:28]2[CH:33]=[CH:32][CH:31]=[CH:30][CH:29]=2)[C:4]([CH3:19])=[C:5]([C:14]([O:16][CH2:17][CH3:18])=[O:15])[C:6](=[O:13])[C:7]=1[C:8]([O:10][CH2:11][CH3:12])=[O:9]. Procedure: 2,6-dimethyl-3,5-dicarboethoxy-N-phenyl-4-pyridone was prepared cording to Conrad and Guthzeit (M. Conrad and M. Guthzeit, Chem. Ber., 19, 19-26, (1886)), by reacting 2,6-dimethyl-3,5-dicarboethoxy-4-pyrone (said compound will be called hereinafter "the pyrone") and aniline in acetic acid. (m.p. 170°C).